Dataset: the Open Reaction Database (ORD), a public repository of structured organic reaction records. Task: describe an organic reaction: reactants, conditions, products, and yield Starting materials: [OH-].[Na+] (NaOH), C(C)(=O)OC1=CC=C(C=C1)C1=CC=C(C=C1)CCC(C)OCCC ((-)-4-acetoxy-4'-(3-propoxybutyl)biphenyl), Cl (hydrochloric acid). The solvent is CO (methanol). Product: OC1=CC=C(C=C1)C1=CC=C(C=C1)CCC(C)OCCC (4-hydroxy-4'-(3-propoxybutyl)biphenyl). The yield is 101.5%. As a reaction SMILES: C([O:4][C:5]1[CH:10]=[CH:9][C:8]([C:11]2[CH:16]=[CH:15][C:14]([CH2:17][CH2:18][CH:19]([O:21][CH2:22][CH2:23][CH3:24])[CH3:20])=[CH:13][CH:12]=2)=[CH:7][CH:6]=1)(=O)C.[OH-].[Na+].Cl>CO>[OH:4][C:5]1[CH:6]=[CH:7][C:8]([C:11]2[CH:16]=[CH:15][C:14]([CH2:17][CH2:18][CH:19]([O:21][CH2:22][CH2:23][CH3:24])[CH3:20])=[CH:13][CH:12]=2)=[CH:9][CH:10]=1 |f:1.2|. Reported procedure: 2.6 g (8 mM) of the thus-obtained (-)-4-acetoxy-4'-(3-propoxybutyl)biphenyl was dissolved in 50 ml of methanol, added thereto with 10 ml of 20% NaOH aqueous solution, and then stirred at room temperature for 2 hrs. After completion of the reaction, the reaction mixture was made to pH 2-3 by adding 1N hydrochloric acid, and then further added thereto with 100 ml of ethyl acetate, and thereafter subjected to extraction treatment. The resulting organic layer was water-washed, and then concentrated ... Starting materials: CC(C)O, O=CN1CCNCC1, BrCCCCOc1ccccc1. Yields the product c1ccc(OCCN2CCNCC2)cc1. As a reaction SMILES: [CH3:21][CH:22]([OH:23])[CH3:24].[CH:13](=[O:14])[N:15]1[CH2:16][CH2:17][NH:18][CH2:19][CH2:20]1.[O:1]([c:2]1[cH:3][cH:4][cH:5][cH:6][cH:7]1)[CH2:8][CH2:9][CH2:10][CH2:11][Br:12]>>[O:1]([c:2]1[cH:3][cH:4][cH:5][cH:6][cH:7]1)[CH2:8][CH2:9][N:15]1[CH2:16][CH2:17][NH:18][CH2:19][CH2:20]1. Reactants: CC(C)(C)[Si](C)(C)OCC1CN(c2ccc([Sn](C)(C)C)cc2)C(=O)O1, CC(C)(C)[Si](C)(C)OCC1CN(c2ccc(I)c(F)c2)C(=O)O1. Product: CC(C)(C)[Si](C)(C)OCC1CN(c2ccc([Sn](C)(C)C)c(F)c2)C(=O)O1. Reaction SMILES: [C:1]([CH3:2])([CH3:3])([CH3:4])[Si:5]([O:6][CH2:7][CH:8]1[CH2:9][N:10]([c:14]2[cH:15][cH:16][c:17]([Sn:20]([CH3:21])([CH3:22])[CH3:23])[cH:18][cH:19]2)[C:11](=[O:13])[O:12]1)([CH3:24])[CH3:25].[C:26]([Si:27]([CH3:28])([CH3:29])[O:30][CH2:31][CH:32]1[O:33][C:34](=[O:35])[N:36]([c:37]2[cH:38][cH:39][c:40]([I:41])[c:42]([F:46])[cH:43]2)[CH2:44]1)([CH3:45])([CH3:47])[CH3:48]>>[C:1]([CH3:2])([CH3:3])([CH3:4])[Si:5]([O:6][CH2:7][CH:8]1[CH2:9][N:10]([c:14]2[cH:15][cH:16][c:17]([Sn:20]([CH3:21])([CH3:22])[CH3:23])[c:18]([F:46])[cH:19]2)[C:11](=[O:13])[O:12]1)([CH3:24])[CH3:25]. Reactants: S1C(=CC=C1)CC(=O)NC=1C=CC2=C(C(OC(=N2)N[C@@H](CC2=CC=CC=C2)C(=O)O)=O)C1C (N-[6-[[(2-thienylmethyl)carbonyl]amino]-5-methyl-4-oxo-4H-3,1-benzoxazin-2-yl]-L-phenylalanine), N1(CCCC1)C(=O)N (pyrrolidineamide). The product is S1C(=CC=C1)CC(=O)NC=1C=CC2=C(C(OC(=N2)N[C@@H](CC2=CC=CC=C2)C(=O)OC)=O)C1C (N-[6-[[(2-thienylmethyl)carbonyl]amino]-5-methyl-4-oxo-4H-3,1-benzoxazin-2-yl]-L-phenylalanine, methyl ester). Reaction SMILES: [S:1]1[CH:5]=[CH:4][CH:3]=[C:2]1[CH2:6][C:7]([NH:9][C:10]1[CH:11]=[CH:12][C:13]2[N:18]=[C:17]([NH:19][C@H:20]([C:28]([OH:30])=[O:29])[CH2:21][C:22]3[CH:27]=[CH:26][CH:25]=[CH:24][CH:23]=3)[O:16][C:15](=[O:31])[C:14]=2[C:32]=1[CH3:33])=[O:8].N1(C(N)=O)CCC[CH2:35]1>>[S:1]1[CH:5]=[CH:4][CH:3]=[C:2]1[CH2:6][C:7]([NH:9][C:10]1[CH:11]=[CH:12][C:13]2[N:18]=[C:17]([NH:19][C@H:20]([C:28]([O:30][CH3:35])=[O:29])[CH2:21][C:22]3[CH:23]=[CH:24][CH:25]=[CH:26][CH:27]=3)[O:16][C:15](=[O:31])[C:14]=2[C:32]=1[CH3:33])=[O:8]. Reported procedure: N-[6-[[(2-thienylmethyl)carbonyl]amino]-5-methyl-4-oxo-4H-3,1-benzoxazin-2-yl]-L-phenylalanine, pyrrolidineamide; Starting materials: C(C)(C)OB1OC(C(O1)(C)C)(C)C (2-isopropoxy-4,4,5,5-tetramethyl-1,3,2-dioxaborolane), [Li]CCCC (n-BuLi), CCCCCC (hexane), C1=CC=C(C=C1)N(C2=CC=CC=C2)C3=CC=C(C=C3)Br (4-bromotriphenylamine). Solvent: C1CCOC1 (THF), O (water), C1(=CC=CC=C1)C (Toluene). Conditions: temperature -78 celsius. Product: C1(=CC=CC=C1)N(C1=CC=C(C=C1)B1OC(C(O1)(C)C)(C)C)C1=CC=CC=C1 (2-(4-Diphenylaminophenyl)-4,4,5,5-tetramethyl-1,3,2-dioxaborolane). The yield is 43.6%. RXN SMILES: [CH:1]1[CH:6]=[CH:5][C:4]([N:7]([C:14]2[CH:19]=[CH:18][C:17](Br)=[CH:16][CH:15]=2)[C:8]2[CH:13]=[CH:12][CH:11]=[CH:10][CH:9]=2)=[CH:3][CH:2]=1.[Li]CCCC.CCCCCC.C(O[B:36]1[O:40][C:39]([CH3:42])([CH3:41])[C:38]([CH3:44])([CH3:43])[O:37]1)(C)C>O.C1(C)C=CC=CC=1.C1COCC1>[C:4]1([N:7]([C:8]2[CH:13]=[CH:12][CH:11]=[CH:10][CH:9]=2)[C:14]2[CH:19]=[CH:18][C:17]([B:36]3[O:40][C:39]([CH3:42])([CH3:41])[C:38]([CH3:44])([CH3:43])[O:37]3)=[CH:16][CH:15]=2)[CH:5]=[CH:6][CH:1]=[CH:2][CH:3]=1. Procedure: To a flame-dried 3-neck, round-bottomed 500 mL flask equipped with mechanical stirring and an addition funnel was added 4-bromotriphenylamine (12.5 g, 39.5 mmol) and THF (250 mL) by cannula. The solution was cooled to −78° C. and 1.6 M n-BuLi in hexane (26.5 mL, 42.4 mmol) was added by addition funnel over 15 min. After stirring for 30 min, 2-isopropoxy-4,4,5,5-tetramethyl-1,3,2-dioxaborolane (9.8 mL, 48.2 mmol) was added dropwise, and the reaction mixture was allowed to warm to room temperature... Reactants: C(C)(C)(C)OC(=O)N(C)C1CCNCC1 (4-(N-tert-butyloxycarbonyl-N-methylamino) piperidine), COC(CCCCBr)OC (5-bromopentanal dimethyl acetal). The product is COC(CCCCN1CCC(CC1)N(C)C(=O)OC(C)(C)C)OC (5-[4-(N-tert-Butyloxycarbonyl-N-methylamino)piperidin-1-yl]pentanal dimethyl acetal). Reaction SMILES: [C:1]([O:5][C:6]([N:8]([CH:10]1[CH2:15][CH2:14][NH:13][CH2:12][CH2:11]1)[CH3:9])=[O:7])([CH3:4])([CH3:3])[CH3:2].[CH3:16][O:17][CH:18]([O:24][CH3:25])[CH2:19][CH2:20][CH2:21][CH2:22]Br>>[CH3:16][O:17][CH:18]([O:24][CH3:25])[CH2:19][CH2:20][CH2:21][CH2:22][N:13]1[CH2:12][CH2:11][CH:10]([N:8]([C:6]([O:5][C:1]([CH3:4])([CH3:2])[CH3:3])=[O:7])[CH3:9])[CH2:15][CH2:14]1. Procedure: The title compound was prepared from the above amine and 5-bromopentanal dimethyl acetal using a similar method to that described for Example 8 (Step 2). δ (360 MHz, CDCl3) 1.34 (1H, m), 1.46-1.73 (19H, m and s), 1.98 (2H, m), 1.33 (2H, m), 2.73 (3H, s), 2.99 (2H, m), 3.31 (6H, s), 4.36 (1H, t). The reactants are O=C([O-])[O-], CC1CN(S(N)(=O)=O)CC(C)N1, CC(C)c1cc(C(C)C)c(-c2ccccc2P(C2CCCCC2)C2CCCCC2)c(C(C)C)c1, CC(O)C(C)Oc1cc(Cl)nc(SCc2cccc(F)c2F)n1, [Cs+], [Cs+], O=C(C=Cc1ccccc1)C=Cc1ccccc1, O=C(C=Cc1ccccc1)C=Cc1ccccc1, C1COCCO1, O=C(C=Cc1ccccc1)C=Cc1ccccc1, [Pd], [Pd]. The product is CC1CN(S(=O)(=O)Nc2cc(OC(C)C(C)O)nc(SCc3cccc(F)c3F)n2)CC(C)N1. Reaction SMILES: [C:47](=[O:48])([O-:49])[O-:50].[CH3:1][CH:2]1[CH2:3][N:4]([S:9](=[O:10])(=[O:11])[NH2:12])[CH2:5][CH:6]([CH3:8])[NH:7]1.[CH:13]1([P:14]([CH:15]2[CH2:16][CH2:17][CH2:18][CH2:19][CH2:20]2)[c:21]2[cH:22][cH:23][cH:24][cH:25][c:26]2-[c:27]2[c:28]([CH:29]([CH3:30])[CH3:31])[cH:32][c:33]([CH:34]([CH3:35])[CH3:36])[cH:37][c:38]2[CH:39]([CH3:40])[CH3:41])[CH2:42][CH2:43][CH2:44][CH2:45][CH2:46]1.[Cl:53][c:54]1[cH:55][c:56]([O:70][CH:71]([CH:72]([CH3:73])[OH:74])[CH3:75])[n:57][c:58]([S:60][CH2:61][c:62]2[c:63]([F:69])[c:64]([F:68])[cH:65][cH:66][cH:67]2)[n:59]1.[Cs+:51].[Cs+:52].[O:102]=[C:103]([CH:104]=[CH:105][c:106]1[cH:107][cH:108][cH:109][cH:110][cH:111]1)[CH:112]=[CH:113][c:114]1[cH:115][cH:116][cH:117][cH:118][cH:119]1.[O:120]=[C:121]([CH:122]=[CH:123][c:124]1[cH:125][cH:126][cH:127][cH:128][cH:129]1)[CH:130]=[CH:131][c:132]1[cH:133][cH:134][cH:135][cH:136][cH:137]1.[O:76]1[CH2:77][CH2:78][O:79][CH2:80][CH2:81]1.[O:84]=[C:85]([CH:86]=[CH:87][c:88]1[cH:89][cH:90][cH:91][cH:92][cH:93]1)[CH:94]=[CH:95][c:96]1[cH:97][cH:98][cH:99][cH:100][cH:101]1.[Pd:82].[Pd:83]>>[CH3:1][CH:2]1[CH2:3][N:4]([S:9](=[O:10])(=[O:11])[NH:12][c:54]2[cH:55][c:56]([O:70][CH:71]([CH:72]([CH3:73])[OH:74])[CH3:75])[n:57][c:58]([S:60][CH2:61][c:62]3[c:63]([F:69])[c:64]([F:68])[cH:65][cH:66][cH:67]3)[n:59]2)[CH2:5][CH:6]([CH3:8])[NH:7]1. Starting materials: COC=1C=C2C=CC(=C(C2=CC1)CC=C)C1=CC=C(C=C1)OC (6-methoxy-2-(4-methoxyphenyl)-1-(2-propenyl)naphthalene), C(CCCCCCC=C)C(C(=O)OCC)(C(=O)OCC)CCCC(C(F)(F)F)(F)F (diethyl 2-(8-nonenyl)-2-(4,4,5,5,5-pentafluoropentyl)malonate). The product is OC=1C=C2C=CC(=C(C2=CC1)CCCCCCCCCCC(C(=O)O)CCCC(C(F)(F)F)(F)F)C1=CC=C(C=C1)O (12-[6-hydroxy-2-(4-hydroxyphenyl)naphth-1-yl]-2-(4,4,5,5,5-pentafluoropentyl)dodecanoic acid). As a reaction SMILES: C[O:2][C:3]1[CH:4]=[C:5]2[C:10](=[CH:11][CH:12]=1)[C:9]([CH2:13]C=C)=[C:8]([C:16]1[CH:21]=[CH:20][C:19]([O:22]C)=[CH:18][CH:17]=1)[CH:7]=[CH:6]2.[CH2:24]([C:33]([CH2:44][CH2:45][CH2:46][C:47]([F:53])([F:52])[C:48]([F:51])([F:50])[F:49])([C:39]([O:41]CC)=[O:40])C(OCC)=O)[CH2:25][CH2:26][CH2:27][CH2:28][CH2:29][CH2:30][CH:31]=[CH2:32]>>[OH:2][C:3]1[CH:4]=[C:5]2[C:10](=[CH:11][CH:12]=1)[C:9]([CH2:13][CH2:32][CH2:31][CH2:30][CH2:29][CH2:28][CH2:27][CH2:26][CH2:25][CH2:24][CH:33]([CH2:44][CH2:45][CH2:46][C:47]([F:52])([F:53])[C:48]([F:49])([F:50])[F:51])[C:39]([OH:41])=[O:40])=[C:8]([C:16]1[CH:21]=[CH:20][C:19]([OH:22])=[CH:18][CH:17]=1)[CH:7]=[CH:6]2. Procedure details: Starting with 6-methoxy-2-(4-methoxyphenyl)-1-(2-propenyl)naphthalene and separately prepared diethyl 2-(8-nonenyl)-2-(4,4,5,5,5-pentafluoropentyl)malonate, the same procedures as shown in Examples 1, 2 and 3 were repeated to give 12-[6-hydroxy-2-(4-hydroxyphenyl)naphth-1-yl]-2-(4,4,5,5,5-pentafluoropentyl)dodecanoic acid. Starting materials: COC(=O)c1c(CNc2ccc3ccn(CC(=O)OC(C)(C)C)c3c2)n(C)c2cccc(Cl)c12, ClCCl, Cl. Yields the product Cn1c2c(c3c(Cl)cccc31)C(=O)N(c1ccc3ccn(CC(=O)OC(C)(C)C)c3c1)C2. RXN SMILES: [C:1]([CH3:2])([CH3:3])([CH3:4])[O:5][C:6]([CH2:7][n:8]1[cH:9][cH:10][c:11]2[cH:12][cH:13][c:14]([NH:17][CH2:18][c:19]3[n:20]([CH3:33])[c:21]4[cH:22][cH:23][cH:24][c:25]([Cl:32])[c:26]4[c:27]3[C:28]([O:30][CH3:29])=[O:31])[cH:15][c:16]12)=[O:34].[Cl:35][CH2:36][Cl:37].[ClH:38]>>[C:1]([CH3:2])([CH3:3])([CH3:4])[O:5][C:6]([CH2:7][n:8]1[cH:9][cH:10][c:11]2[cH:12][cH:13][c:14]([N:17]3[CH2:18][c:19]4[n:20]([CH3:33])[c:21]5[cH:22][cH:23][cH:24][c:25]([Cl:32])[c:26]5[c:27]4[C:28]3=[O:30])[cH:15][c:16]12)=[O:34]. Starting materials: CCOC(C)=O, CS(C)=O, OCC=Cc1c[nH]c(-c2ccc(F)cc2)c1-c1ccncc1. Product: O=CC=Cc1c[nH]c(-c2ccc(F)cc2)c1-c1ccncc1. As a reaction SMILES: [CH3:23][CH2:24][O:25][C:26](=[O:27])[CH3:28].[CH3:29][S:30]([CH3:31])=[O:32].[F:1][c:2]1[cH:3][cH:4][c:5](-[c:8]2[nH:9][cH:10][c:11]([CH:19]=[CH:20][CH2:21][OH:22])[c:12]2-[c:13]2[cH:14][cH:15][n:16][cH:17][cH:18]2)[cH:6][cH:7]1>>[F:1][c:2]1[cH:3][cH:4][c:5](-[c:8]2[nH:9][cH:10][c:11]([CH:19]=[CH:20][CH:21]=[O:22])[c:12]2-[c:13]2[cH:14][cH:15][n:16][cH:17][cH:18]2)[cH:6][cH:7]1.